Dataset: the Open Reaction Database (ORD), a public repository of structured organic reaction records. Task: describe an organic reaction: reactants, conditions, products, and yield Product: CC1C2CC(C(/C=C/C=C(/CC3=CC(=C(C(=C3)OC)Cl)N(C(=O)CC(C4(C1O4)C)O)C)\C)OC)(NC(=O)O2)O.N1=CC(=CC=C1)C(=O)[O-] (maytansinol 3-picolinate). Isolated yield 68.5%. The reactants are CC1C2CC(C(/C=C/C=C(/CC3=CC(=C(C(=C3)OC)Cl)N(C(=O)CC(C4(C1O4)C)O)C)\C)OC)(NC(=O)O2)O (maytansinol), N1=C(C=CC=C1)C(=O)O (picolic acid), C1CCC(CC1)N=C=NC2CCCCC2 (DCC). Procedure details: As in Example 8, maytansinol (109.0 mg, 0.193 mmol), picolic acid (144.2 mg, 1.171 mmols), DCC (278.5 mg, 1.352 mmols) and DMAP (50.2 mg, 0.411 mmol) are reacted in 10 ml of dry dichloromethane at room temperature for 6 hours. After the insolubles are filtered off, the filtrate is concentrated to dryness and the residue is dissolved in ethyl acetate, washed with water and dried over anhydrous sodium sulfate. The solvent is then distilled off. The residue is chromatographed on a column of silica ... Reagents/catalysts: CN(C)C=1C=CN=CC1 (DMAP). Solvent: ClCCl (dichloromethane). Reaction SMILES: [CH3:1][CH:2]1[CH:27]2[O:28][C:26]2([CH3:29])[CH:25]([OH:30])[CH2:24][C:22](=[O:23])[N:21]([CH3:31])[C:14]2=[C:15]([Cl:20])[C:16]([O:18][CH3:19])=[CH:17][C:12](=[CH:13]2)[CH2:11][C:10]([CH3:32])=[CH:9][CH:8]=[CH:7][CH:6]([O:33][CH3:34])[C:5]2([OH:39])[NH:35][C:36]([O:38][CH:3]1[CH2:4]2)=[O:37].[N:40]1[CH:45]=[CH:44][CH:43]=[CH:42][C:41]=1C(O)=O.C1CCC(N=C=NC2CCCCC2)CC1>CN(C1C=CN=CC=1)C.ClCCl>[CH3:1][CH:2]1[CH:27]2[O:28][C:26]2([CH3:29])[CH:25]([OH:30])[CH2:24][C:22](=[O:23])[N:21]([CH3:31])[C:14]2=[C:15]([Cl:20])[C:16]([O:18][CH3:19])=[CH:17][C:12](=[CH:13]2)[CH2:11][C:10]([CH3:32])=[CH:9][CH:8]=[CH:7][CH:6]([O:33][CH3:34])[C:5]2([OH:39])[NH:35][C:36]([O:38][CH:3]1[CH2:4]2)=[O:37].[N:40]1[CH:41]=[CH:42][CH:43]=[C:44]([C:36]([O-:38])=[O:37])[CH:45]=1 |f:5.6|. The reactants are NCCCC1CNCCC1 (3-(3-aminopropyl)piperidine), amine, C(C=C)#N (acrylonitrile), Schiff base, C(C)(C)C1=CC=C(C=C1)CCC(CCC1=CC=C(C=C1)C(C)C)=O (1,5-di-(4-isopropylphenyl)-3-pentanone). Yields the product NCCCN1CC(CCC1)CCCNC(CCC1=CC=C(C=C1)C(C)C)CCC1=CC=C(C=C1)C(C)C (1-(3-aminopropyl)-3-{3-[1,5-di-(4-isopropylphenyl)-3-pentylamino]propyl}piperidine). As a reaction SMILES: [NH2:1][CH2:2][CH2:3][CH2:4][CH:5]1[CH2:10][CH2:9][CH2:8][NH:7][CH2:6]1.[CH:11]([C:14]1[CH:19]=[CH:18][C:17]([CH2:20][CH2:21][C:22](=O)[CH2:23][CH2:24][C:25]2[CH:30]=[CH:29][C:28]([CH:31]([CH3:33])[CH3:32])=[CH:27][CH:26]=2)=[CH:16][CH:15]=1)([CH3:13])[CH3:12].[C:35](#[N:38])[CH:36]=[CH2:37]>>[NH2:38][CH2:35][CH2:36][CH2:37][N:7]1[CH2:8][CH2:9][CH2:10][CH:5]([CH2:4][CH2:3][CH2:2][NH:1][CH:22]([CH2:23][CH2:24][C:25]2[CH:30]=[CH:29][C:28]([CH:31]([CH3:33])[CH3:32])=[CH:27][CH:26]=2)[CH2:21][CH2:20][C:17]2[CH:18]=[CH:19][C:14]([CH:11]([CH3:13])[CH3:12])=[CH:15][CH:16]=2)[CH2:6]1. Reported procedure: For example, 3-(3-aminopropyl)piperidine may be converted to a Schiff base with 1,5-di-(4-isopropylphenyl)-3-pentanone, catalytically reduced, then the resulting amine selectively cyanoethylated on the ring nitrogen with acrylonitrile, followed by catalytic hydrogenation to furnish 1-(3-aminopropyl)-3-{3-[1,5-di-(4-isopropylphenyl)-3-pentylamino]propyl}piperidine. Starting materials: [Br-], C1CCOC1, C[Mg+], COc1cn(-c2cc(-c3cnn(C)c3)ccc2F)nc(C(=O)N(C)OC)c1=O. The product is COc1cn(-c2cc(-c3cnn(C)c3)ccc2F)nc(C(C)=O)c1=O. As a reaction SMILES: [Br-:29].[CH2:32]1[O:33][CH2:34][CH2:35][CH2:36]1.[CH3:30][Mg+:31].[F:1][c:2]1[c:3](-[n:14]2[n:15][c:16]([C:23](=[O:24])[N:25]([O:26][CH3:27])[CH3:28])[c:17](=[O:22])[c:18]([O:20][CH3:21])[cH:19]2)[cH:4][c:5](-[c:8]2[cH:9][n:10][n:11]([CH3:13])[cH:12]2)[cH:6][cH:7]1>>[F:1][c:2]1[c:3](-[n:14]2[n:15][c:16]([C:23](=[O:24])[CH3:30])[c:17](=[O:22])[c:18]([O:20][CH3:21])[cH:19]2)[cH:4][c:5](-[c:8]2[cH:9][n:10][n:11]([CH3:13])[cH:12]2)[cH:6][cH:7]1. Reactants: BrC=1C=CC(=C2C=CC=NC12)F (8-bromo-5fluoroquinoline), O1CCOC12CCNCC2 (1,4-Dioxa-8-azaspiro[4.5]decane). Reagents/catalysts: C=1C=CC(=CC1)/C=C/C(=O)/C=C/C2=CC=CC=C2.C=1C=CC(=CC1)/C=C/C(=O)/C=C/C2=CC=CC=C2.C=1C=CC(=CC1)/C=C/C(=O)/C=C/C2=CC=CC=C2.[Pd].[Pd] (Pd2(dba)3). Run in O1CCCC1 (tetrahydrofuran). Conditions: temperature 66 celsius. Yields the product FC1=C2C=CC=NC2=C(C=C1)N1CCC(CC1)=O (1-(5-fluoroquinolin-8-yl)piperidin-4-one). RXN SMILES: Br[C:2]1[CH:3]=[CH:4][C:5]([F:12])=[C:6]2[C:11]=1[N:10]=[CH:9][CH:8]=[CH:7]2.O1[C:17]2([CH2:22][CH2:21][NH:20][CH2:19][CH2:18]2)[O:16]CC1>C1C=CC(/C=C/C(/C=C/C2C=CC=CC=2)=O)=CC=1.C1C=CC(/C=C/C(/C=C/C2C=CC=CC=2)=O)=CC=1.C1C=CC(/C=C/C(/C=C/C2C=CC=CC=2)=O)=CC=1.[Pd].[Pd].O1CCCC1>[F:12][C:5]1[CH:4]=[CH:3][C:2]([N:20]2[CH2:21][CH2:22][C:17](=[O:16])[CH2:18][CH2:19]2)=[C:11]2[C:6]=1[CH:7]=[CH:8][CH:9]=[N:10]2 |f:2.3.4.5.6|. Procedure: To a 2-L reactor with a stirrer, a thermocouple, a condenser and nitrogen inlet were charged 8-bromo-5fluoroquinoline (50 g), tetrahydrofuran (795 g), Pd2(dba)3 (3.78 g), Cymap (1.6 g), and 1,4-Dioxa-8-azaspiro[4.5]decane (47.3 g). the mixture was heated to reflux (66° C.) and the reaction was complete. The reaction mixture was quenched into a 5 L reactor containing 1000 g of water and 640 g of MTBE. The bottom aqueous layer was split off and the organic layer was washed with 5% NaOH (1120 g) an...